From a dataset of the Open Reaction Database (ORD), a public repository of structured organic reaction records. describe an organic reaction: reactants, conditions, products, and yield The reactants are FC(OC1=CC=CC(=N1)CO)F ((6-(difluoromethoxy)pyridin-2-yl)methanol), C(Br)(Br)(Br)Br (CBr4), C1=CC=C(C=C1)P(C2=CC=CC=C2)C3=CC=CC=C3 (PPh3). Run in C(Cl)Cl (DCM). Conditions: time 1 hour. Product: BrCC1=NC(=CC=C1)OC(F)F (2-(bromomethyl)-6-(difluoromethoxy)pyridine). As a reaction SMILES: [F:1][CH:2]([F:12])[O:3][C:4]1[N:9]=[C:8]([CH2:10]O)[CH:7]=[CH:6][CH:5]=1.C(Br)(Br)(Br)[Br:14].C1C=CC(P(C2C=CC=CC=2)C2C=CC=CC=2)=CC=1>C(Cl)Cl>[Br:14][CH2:10][C:8]1[CH:7]=[CH:6][CH:5]=[C:4]([O:3][CH:2]([F:12])[F:1])[N:9]=1. Procedure: A solution of (6-(difluoromethoxy)pyridin-2-yl)methanol (250 mg; 1.42 mmol) in anh. DCM (12 ml) was treated at rt with CBr4 (473 mg; 1.42 mmol), and with PPh3 (374 mg; 1.42 mmol). The resulting mixture was further stirred at rt, under nitrogen, for 1 h. Concentration to dryness under reduced pressure, and subsequent purification by FC (DCM) afforded 2-(bromomethyl)-6-(difluoromethoxy)pyridine as a yellow oil which was directly used for the next reaction. LC-MS (conditions D): tR=0.95 min.; [M+H]...